describe an organic reaction: reactants, conditions, products, and yield From a dataset of the Open Reaction Database (ORD), a public repository of structured organic reaction records. The reactants are ClC1=NC(=NC(=C1OC1=C(C=CC=C1)OC)Cl)C (4,6-dichloro-5-(o-methoxyphenoxy)-2-methyl-pyrimidine), [K+].C(C)(C)C=1C=CC(=NC1)S(=O)(=O)[NH-] (5-isopropyl-2-pyridine sulfonamide potassium salt). Run in O (water), CS(=O)C (DMSO). Reaction conditions: time 72 hour. The product is C(C)(C)C=1C=CC(=NC1)S(=O)(=O)NC1=NC(=NC(=C1OC1=C(C=CC=C1)OC)Cl)C (5-isopropyl-N-[6-chloro-5-(o-methoxyphenoxy)-2-methyl-4-pyrimidinyl]-2-pyridine sulfonamide). The yield is 93.1%. Reaction SMILES: Cl[C:2]1[C:7]([O:8][C:9]2[CH:14]=[CH:13][CH:12]=[CH:11][C:10]=2[O:15][CH3:16])=[C:6]([Cl:17])[N:5]=[C:4]([CH3:18])[N:3]=1.[K+].[CH:20]([C:23]1[CH:24]=[CH:25][C:26]([S:29]([NH-:32])(=[O:31])=[O:30])=[N:27][CH:28]=1)([CH3:22])[CH3:21]>CS(C)=O.O>[CH:20]([C:23]1[CH:24]=[CH:25][C:26]([S:29]([NH:32][C:2]2[C:7]([O:8][C:9]3[CH:14]=[CH:13][CH:12]=[CH:11][C:10]=3[O:15][CH3:16])=[C:6]([Cl:17])[N:5]=[C:4]([CH3:18])[N:3]=2)(=[O:31])=[O:30])=[N:27][CH:28]=1)([CH3:22])[CH3:21] |f:1.2|. Procedure details: To a solution of 2.15 g of 4,6-dichloro-5-(o-methoxyphenoxy)-2-methyl-pyrimidine in 40 ml of DMSO was added 3.59 g of 5-isopropyl-2-pyridine sulfonamide potassium salt. The mixture was stirred for 72 h at room temperature. The solution was diluted with 350 ml of water and extracted twice with 200 ml of diehtyl ether. The organic layers were extracted twice with water. The combined aqueous layers were acidified to pH 4 with 5 ml of acetic acid and extracted twice with DCM. The organic layers were... The reactants are COc1ccc(C(=O)Cl)cc1, ClCCl, c1ccncc1, NCCCCOc1ccc(-n2ccnc2)cc1. The product is COc1ccc(C(=O)NCCCCOc2ccc(-n3ccnc3)cc2)cc1. Reaction SMILES: [CH3:24][O:25][c:26]1[cH:27][cH:28][c:29]([C:30](=[O:31])[Cl:32])[cH:33][cH:34]1.[Cl:35][CH2:36][Cl:37].[cH:18]1[cH:19][cH:20][n:21][cH:22][cH:23]1.[n:1]1(-[c:6]2[cH:7][cH:8][c:9]([O:10][CH2:11][CH2:12][CH2:13][CH2:14][NH2:15])[cH:16][cH:17]2)[cH:2][n:3][cH:4][cH:5]1>>[n:1]1(-[c:6]2[cH:7][cH:8][c:9]([O:10][CH2:11][CH2:12][CH2:13][CH2:14][NH:15][C:30]([c:29]3[cH:28][cH:27][c:26]([O:25][CH3:24])[cH:34][cH:33]3)=[O:31])[cH:16][cH:17]2)[cH:2][n:3][cH:4][cH:5]1. Starting materials: C1CC(=O)N(C1=O)I (NIS), C1(=CC=C(C=C1)CNC1=C(C(=CC(=C1)F)F)[N+](=O)[O-])C1=CC=CC=C1 (N-(biphenyl-4-ylmethyl)-3,5-difluoro-2-nitroaniline). Run in CC(=O)O (AcOH). Reaction conditions: temperature 70 celsius. Product: C1(=CC=C(C=C1)CNC1=C(C(=C(C(=C1)F)I)F)[N+](=O)[O-])C1=CC=CC=C1 (N-(biphenyl-4-ylmethyl)-3,5-difluoro-4-iodo-2-nitroaniline). As a reaction SMILES: C1C(=O)N([I:8])C(=O)C1.[C:9]1([C:28]2[CH:33]=[CH:32][CH:31]=[CH:30][CH:29]=2)[CH:14]=[CH:13][C:12]([CH2:15][NH:16][C:17]2[CH:22]=[C:21]([F:23])[CH:20]=[C:19]([F:24])[C:18]=2[N+:25]([O-:27])=[O:26])=[CH:11][CH:10]=1>CC(O)=O>[C:9]1([C:28]2[CH:29]=[CH:30][CH:31]=[CH:32][CH:33]=2)[CH:10]=[CH:11][C:12]([CH2:15][NH:16][C:17]2[CH:22]=[C:21]([F:23])[C:20]([I:8])=[C:19]([F:24])[C:18]=2[N+:25]([O-:27])=[O:26])=[CH:13][CH:14]=1. Procedure: NIS (7.9 g, 35.1 mmol) was added to a solution of N-(biphenyl-4-ylmethyl)-3,5-difluoro-2-nitroaniline (10.86 g, 31.9 mmol) in AcOH (150 mL). After heating at 70° C. for 2 h, the reaction mixture was concentrated and partitioned between EtOAc and saturated aqueous NaHCO3. The organic phase was separated, washed with brine, dried (Na2SO3) and concentrated. The resulting solid was recrystallized from DCM/hexanes afforded the desired product as a red solid. The reactants are ClC1=NC=2C=C(C=CC2C2=C1N=CN=C2)C(=O)OC (methyl 5-chloropyrimido[4,5-c]quinoline-8-carboxylate), FC=1C=C(N)C=C(C1)F (3,5-difluoroaniline), O (Water). Solvent: CN1CCCC1=O (NMP). Conditions: temperature 120 celsius. The product is FC=1C=C(C=C(C1)F)NC1=NC=2C=C(C=CC2C2=C1N=CN=C2)C(=O)OC (methyl 5-(3,5-difluorophenylamino)pyrimido[4,5-c]quinoline-8-carboxylate). As a reaction SMILES: Cl[C:2]1[C:11]2[N:12]=[CH:13][N:14]=[CH:15][C:10]=2[C:9]2[CH:8]=[CH:7][C:6]([C:16]([O:18][CH3:19])=[O:17])=[CH:5][C:4]=2[N:3]=1.[F:20][C:21]1[CH:22]=[C:23]([CH:25]=[C:26]([F:28])[CH:27]=1)[NH2:24].O>CN1C(=O)CCC1>[F:20][C:21]1[CH:22]=[C:23]([NH:24][C:2]2[C:11]3[N:12]=[CH:13][N:14]=[CH:15][C:10]=3[C:9]3[CH:8]=[CH:7][C:6]([C:16]([O:18][CH3:19])=[O:17])=[CH:5][C:4]=3[N:3]=2)[CH:25]=[C:26]([F:28])[CH:27]=1. Procedure: methyl 5-chloropyrimido[4,5-c]quinoline-8-carboxylate (10 mg) was mixed with 3,5-difluoroaniline (100 mg) in NMP (0.1 ml). The mixture was heated under microwaves at 120° C. for 10 minutes. Water was added and the material extracted with CH2Cl2. The solvent was removed. Trituration in a mixture of ethylacetate and hexanes and filtration provided methyl 5-(3,5-difluorophenylamino)pyrimido[4,5-c]quinoline-8-carboxylate. This material was suspended in a 1:1 mixture of THF and MeOH (2 ml) and a 5N a... Reactants: C[Si](C)(C)C1=CC=CC1 (trimethylsilylcyclopentadiene), solution, C(CCC)[Li] (butyllithium), CCCCCC (n-hexane), C[Si](C)(C)Cl (trimethylsilyl chloride). Run in O1CCCC1 (tetrahydrofuran). Reaction conditions: temperature 0 celsius, time 1 hour. Yields the product crude product, C[Si](C)(C)C1(C=CC=C1)[Si](C)(C)C (Bis(trimethylsilyl)cyclopentadiene). Yield: 85.2%. RXN SMILES: [CH3:1][Si:2]([C:5]1[CH2:9][CH:8]=[CH:7][CH:6]=1)([CH3:4])[CH3:3].C([Li])CCC.CCCCCC.[CH3:21][Si:22](Cl)([CH3:24])[CH3:23]>O1CCCC1>[CH3:1][Si:2]([C:5]1([Si:22]([CH3:24])([CH3:23])[CH3:21])[CH:9]=[CH:8][CH:7]=[CH:6]1)([CH3:4])[CH3:3]. Procedure: 14.7 g (0.106 moles) of trimethylsilylcyclopentadiene (obtained from Fluka) and 150 ml of tetrahydrofuran (THF) were placed in a reaction flask and cooled to 0° C. 47.4 ml of a solution of butyllithium in n-hexane (2.3 molar; total amount 0.109 moles) were added dropwise over 20 minutes. When the addition was complete, the yellow solution was stirred for a further one hour and the cooling bath was then removed. At room temperature the solution was stirred for a further one hour and then cooled t... Reactants: [OH-].[Na+] (NaOH), C(C)(C)(C)OC(=O)N1C2CC(CC1CCC2)CC(=O)OCC (3-ethoxycarbonylmethyl-9-aza-bicyclo[3.3.1]nonane-9-carboxylic acid tert-butyl ester). Run in C1CCOC1 (THF), [Cl-].[Na+].O (brine). Product: C(C)(C)(C)OC(=O)N1C2CC(CC1CCC2)CC(=O)O (3-Carboxymethyl-9-aza-bicyclo[3.3.1]nonane-9-carboxylic acid tert-butyl ester). As a reaction SMILES: [OH-].[Na+].[C:3]([O:7][C:8]([N:10]1[CH:15]2[CH2:16][CH2:17][CH2:18][CH:11]1[CH2:12][CH:13]([CH2:19][C:20]([O:22]CC)=[O:21])[CH2:14]2)=[O:9])([CH3:6])([CH3:5])[CH3:4]>C1COCC1.[Cl-].[Na+].O>[C:3]([O:7][C:8]([N:10]1[CH:15]2[CH2:16][CH2:17][CH2:18][CH:11]1[CH2:12][CH:13]([CH2:19][C:20]([OH:22])=[O:21])[CH2:14]2)=[O:9])([CH3:6])([CH3:4])[CH3:5] |f:0.1,4.5.6|. Procedure: 10 ml of 1M aqueous NaOH are added to a solution of 3-ethoxycarbonylmethyl-9-aza-bicyclo[3.3.1]nonane-9-carboxylic acid tert-butyl ester in 20 ml of THF and the mixture obtained is stirred at RT. To the mixture obtained 10 ml of brine and 70 ml of EtAc are added, and the mixture obtained is washed with 1M aqueous HCl. The organic layer obtained is dried and solvent is evaporated. 3-Carboxymethyl-9-aza-bicyclo[3.3.1]nonane-9-carboxylic acid tert-butyl ester in the form of an oil is obtained. 13C-...